From a dataset of the Open Reaction Database (ORD), a public repository of structured organic reaction records. describe an organic reaction: reactants, conditions, products, and yield Reactants: BrC1C(C(CCC1)C(=O)N1CCCCC1)=O (2-Bromo-6-(piperidine-1-carbonyl)-cyclohexanone), C(C1=CC=CC=C1)OCCNC1=CC=CC=C1 ((2-Benzyloxy-ethyl)-phenyl-amine). Reagents/catalysts: [Cl-].[Zn+2].[Cl-] (zinc chloride). Run in CC(C)O (propan-2-ol). Run at temperature 50 celsius, time 3 hour. The product is C(C1=CC=CC=C1)OCCN1C2=CC=CC=C2C=2C(CCCC12)C(=O)N1CCCCC1 ([9-(2-Benzyloxy-ethyl)-2,3,4,9-tetrahydro-1H-carbazol-4-yl]-piperidin-1-Y1-methanone). Isolated yield 27.7%. As a reaction SMILES: Br[CH:2]1[CH2:7][CH2:6][CH2:5][CH:4]([C:8]([N:10]2[CH2:15][CH2:14][CH2:13][CH2:12][CH2:11]2)=[O:9])[C:3]1=O.[CH2:17]([O:24][CH2:25][CH2:26][NH:27][C:28]1[CH:33]=[CH:32][CH:31]=[CH:30][CH:29]=1)[C:18]1[CH:23]=[CH:22][CH:21]=[CH:20][CH:19]=1>CC(O)C.[Cl-].[Zn+2].[Cl-]>[CH2:17]([O:24][CH2:25][CH2:26][N:27]1[C:2]2[CH2:7][CH2:6][CH2:5][CH:4]([C:8]([N:10]3[CH2:15][CH2:14][CH2:13][CH2:12][CH2:11]3)=[O:9])[C:3]=2[C:33]2[C:28]1=[CH:29][CH:30]=[CH:31][CH:32]=2)[C:18]1[CH:19]=[CH:20][CH:21]=[CH:22][CH:23]=1 |f:3.4.5|. Procedure details: A mixture of 2-bromo-6-(piperidine-1-carbonyl)-cyclohexanone (20) (1.5 g, 5.2 mmol) and (2-benzyloxy-ethyl)-phenyl-amine (21) (3.2 g, 10.4 mmol) was stirred under N2 at 50° C. for 3 h and the reaction turned brown. The resulting mixture was dissolved in propan-2-ol (5 mL) and dry zinc chloride (2.13 g, 15.6 mmol) was added. The mixture was heated to reflux under N2 for 16 h and then concentrated in vacuo. The residue was dissolved in ethyl acetate (100 mL) and washed with 2 N HCl (30 mL), water ... The reactants are CCCCCCCCCCC(C)C#N, CC(=O)[O-], CC(=O)[O-], CCCCO, [Cd+2], NCCO, O, O. Yields the product CCCCCCCCCCC(C)C1=NCCO1. RXN SMILES: [C:1](#[N:2])[CH:3]([CH3:4])[CH2:5][CH2:6][CH2:7][CH2:8][CH2:9][CH2:10][CH2:11][CH2:12][CH2:13][CH3:14].[C:26]([O-:27])(=[O:28])[CH3:29].[C:31]([O-:32])(=[O:33])[CH3:34].[CH2:19]([OH:20])[CH2:21][CH2:22][CH3:23].[Cd+2:30].[NH2:15][CH2:16][CH2:17][OH:18].[OH2:24].[OH2:25]>>[C:1]1([CH:3]([CH3:4])[CH2:5][CH2:6][CH2:7][CH2:8][CH2:9][CH2:10][CH2:11][CH2:12][CH2:13][CH3:14])=[N:2][CH2:16][CH2:17][O:18]1. The reactants are CC(C)(C)C1CN(CCC2=C1C=CC(=C2)C2=NOC(=N2)C2=CC(=C(C=C2)OC(C)C)C(F)(F)F)C(=O)[O-] (1,1-Dimethylethyl-7-{5-[4-[(1-methylethyl)oxy]-3-(trifluoromethyl)phenyl]-1,2,4-oxadiazol-3-yl}-1,2,4,5-tetrahydro-3H-3-benzazepine-3-carboxylate), Cl (HCl). Run in O1CCOCC1 (dioxane). Reaction conditions: time 2 hour. Yields the product Cl.CC(C)OC1=C(C=C(C=C1)C1=NC(=NO1)C1=CC2=C(CCNCC2)C=C1)C(F)(F)F (7-{5-[4-[(1-Methylethyl)oxy]-3-(trifluoromethyl)phenyl]-1,2,4-oxadiazol-3-yl}-2,3,4,5-tetrahydro-1H-3-benzazepine hydrochloride). Reaction SMILES: CC([CH:5]1[C:11]2[CH:12]=[CH:13][C:14]([C:16]3[N:20]=[C:19]([C:21]4[CH:26]=[CH:25][C:24]([O:27][CH:28]([CH3:30])[CH3:29])=[C:23]([C:31]([F:34])([F:33])[F:32])[CH:22]=4)[O:18][N:17]=3)=[CH:15][C:10]=2[CH2:9][CH2:8][N:7](C([O-])=O)[CH2:6]1)(C)C.[ClH:38]>O1CCOCC1>[ClH:38].[CH3:30][CH:28]([O:27][C:24]1[CH:25]=[CH:26][C:21]([C:19]2[O:18][N:17]=[C:16]([C:14]3[CH:13]=[CH:12][C:11]4[CH2:5][CH2:6][NH:7][CH2:8][CH2:9][C:10]=4[CH:15]=3)[N:20]=2)=[CH:22][C:23]=1[C:31]([F:33])([F:34])[F:32])[CH3:29] |f:3.4|. Reported procedure: 1,1-Dimethylethyl-7-{5-[4-[(1-methylethyl)oxy]-3-(trifluoromethyl)phenyl]-1,2,4-oxadiazol-3-yl}-1,2,4,5-tetrahydro-3H-3-benzazepine-3-carboxylate (Preparation 44) (550 mg, 1.06 mmol) was dissolved in 4M HCl in dioxane (5 ml) and the solution stirred for 2 h. The title compound was filtered off as a white solid and dried in a vacuum oven (259 mg, 0.57 mmol). δH (d6DMSO, 400 MHz): 9.23 (2H, brs), 8.40 (1H, dd), 8.31 (1H, d), 7.96 (1H, d), 7.93 (1H, dd), 7.59 (1H, d), 7.44 (1H, d), 4.98 (1H, septet... Starting materials: P(=O)([O-])([O-])[O-].[K+].[K+].[K+] (Potassium phosphate), C1(=CC=CC=C1)P(C1=CC=CC=C1)C1=CC=CC=C1 (triphenyl phosphine), ClC1=C(C=CC(=N1)N)I (6-chloro-5-iodo-2-aminopyridine), COC1=C(C=CC=C1)B(O)O (2-methoxybenzeneboronic acid). The reagents and catalysts are C(C)(=O)[O-].[Pd+2].C(C)(=O)[O-] (palladium acetate). Conditions: temperature 75 celsius. Product: ClC1=CC=C(C(=N1)N)C1=C(C=CC=C1)OC (6-chloro-3-(2-methoxyphenyl)pyridin-2-amine). Isolated yield 71.9%. As a reaction SMILES: P([O-])([O-])([O-])=O.[K+].[K+].[K+].C1(P(C2C=CC=CC=2)C2C=CC=CC=2)C=CC=CC=1.[Cl:28][C:29]1[N:34]=[C:33]([NH2:35])[CH:32]=[CH:31][C:30]=1I.[CH3:37][O:38][C:39]1[CH:44]=[CH:43][CH:42]=[CH:41][C:40]=1B(O)O>C([O-])(=O)C.[Pd+2].C([O-])(=O)C>[Cl:28][C:29]1[N:34]=[C:33]([NH2:35])[C:32]([C:40]2[CH:41]=[CH:42][CH:43]=[CH:44][C:39]=2[O:38][CH3:37])=[CH:31][CH:30]=1 |f:0.1.2.3,7.8.9|. Procedure: Potassium phosphate (12.72 g, 60 mmol), triphenyl phosphine (0.682 g, 2.40 mmol), 6-chloro-5-iodo-2-aminopyridine (6.1 g, 24 mmol), 2-methoxybenzeneboronic acid (5.10 g, 33.5 mmol) and palladium acetate (0.27 g, 1.20 mmol) were sequentially added to degassed acetonitrile (200 mL) and water (60 mL) under nitrogen. The reaction mixture was heated at 75° C. for overnight, then cooled to room temperature. The organic layer was separated and aqueous layer and was extracted with ethyl acetate. The com... Starting materials: OC1(c2cccc(C(F)(F)F)c2)CCCN(Cc2ccccc2)C1, CC(=O)OC(C)=O, CCO, CCOC(C)=O, Cl, [Na+], [OH-], O=S(=O)(O)O. The product is CC(=O)OC1(c2cccc(C(F)(F)F)c2)CCCN(Cc2ccccc2)C1, Cl. Reaction SMILES: [CH2:1]([c:2]1[cH:3][cH:4][cH:5][cH:6][cH:7]1)[N:8]1[CH2:9][C:10]([c:14]2[cH:15][c:16]([C:20]([F:21])([F:22])[F:23])[cH:17][cH:18][cH:19]2)([OH:24])[CH2:11][CH2:12][CH2:13]1.[CH3:25][C:26](=[O:27])[O:28][C:29](=[O:30])[CH3:31].[CH3:40][CH2:41][OH:42].[CH3:43][CH2:44][O:45][C:46](=[O:47])[CH3:48].[ClH:39].[Na+:38].[OH-:37].[S:32](=[O:33])(=[O:34])([OH:35])[OH:36]>>[CH2:1]([c:2]1[cH:3][cH:4][cH:5][cH:6][cH:7]1)[N:8]1[CH2:9][C:10]([c:14]2[cH:15][c:16]([C:20]([F:21])([F:22])[F:23])[cH:17][cH:18][cH:19]2)([O:24][C:26]([CH3:25])=[O:27])[CH2:11][CH2:12][CH2:13]1.[ClH:39]. The reactants are FC=1C=C(C(=O)N)C=CC1F (3,4-difluorobenzamide), P12(=S)SP3(=S)SP(=S)(S1)SP(=S)(S2)S3 (phosphorus pentasulfide). The solvent is C(C)OCC (diethyl ether). Conditions: temperature 0 celsius. Yields the product FC=1C=C(C(=S)N)C=CC1F (3,4-Difluoro-thiobenzamide). Yield: 100.8%. Reaction SMILES: [F:1][C:2]1[CH:3]=[C:4]([CH:8]=[CH:9][C:10]=1[F:11])[C:5]([NH2:7])=O.P12(SP3(SP(SP(S3)(S1)=S)(=S)S2)=S)=[S:13]>C(OCC)C>[F:1][C:2]1[CH:3]=[C:4]([CH:8]=[CH:9][C:10]=1[F:11])[C:5]([NH2:7])=[S:13]. Reported procedure: Dissolve 3,4-difluorobenzamide (4.95 g, 31.5 mmol) in diethyl ether (70 mL) and cool the mixture to 0° C. Add phosphorus pentasulfide (7.0 g, 31.5 mmol) and warm the mixture to room temperature overnight. Filter the mixture and concentrate the filtrate to obtain 5.5 g (100%) of a yellow solid. 1H NMR (300 MHz, DMSO-d6) δ: 9.99 (bs, 1H), 9.54 (bs, 1H), 7.89 (m, 1H), 7.75 (m, 1H), 7.46 (m, 1H).